This data is from the Open Reaction Database (ORD), a public repository of structured organic reaction records. The task is: describe an organic reaction: reactants, conditions, products, and yield The reactants are C(C1=CC=CC=C1)OC(=O)NC1=C(C=C(C=C1)C=1OCC(N1)C(=O)OC)C (Methyl 2-(4-{[(benzyloxy)carbonyl]amino}-3-methylphenyl)-4,5-dihydro-1,3-oxazole-4-carboxylate), BrCC(Cl)(Cl)Cl (bromotrichloroethane), C1CCC2=NCCCN2CC1 (DBU). Solvent: ClCCl (dichloromethane). Yields the product C(C1=CC=CC=C1)OC(=O)NC1=C(C=C(C=C1)C=1OC=C(N1)C(=O)OC)C (Methyl 2-(4-{[(benzyloxy)carbonyl]amino}-3-methylphenyl)-1,3-oxazole-4-carboxylate). The yield is 49.2%. Reaction SMILES: [CH2:1]([O:8][C:9]([NH:11][C:12]1[CH:17]=[CH:16][C:15]([C:18]2[O:19][CH2:20][CH:21]([C:23]([O:25][CH3:26])=[O:24])[N:22]=2)=[CH:14][C:13]=1[CH3:27])=[O:10])[C:2]1[CH:7]=[CH:6][CH:5]=[CH:4][CH:3]=1.BrCC(Cl)(Cl)Cl.C1CCN2C(=NCCC2)CC1>ClCCl>[CH2:1]([O:8][C:9]([NH:11][C:12]1[CH:17]=[CH:16][C:15]([C:18]2[O:19][CH:20]=[C:21]([C:23]([O:25][CH3:26])=[O:24])[N:22]=2)=[CH:14][C:13]=1[CH3:27])=[O:10])[C:2]1[CH:7]=[CH:6][CH:5]=[CH:4][CH:3]=1. Reported procedure: The same operation as in Example (108d) was performed using methyl 2-(4-{[(benzyloxy)carbonyl]amino}-3-methylphenyl)-4,5-dihydro-1,3-oxazole-4-carboxylate obtained in Example (109c) (1.43 g, 3.88 mmol), bromotrichloroethane (414 μL, 4.1 mmol), DBU (628 μL, 4.1 mmol) and dichloromethane (10 mL). The resulting residue was purified by silica gel column chromatography (elution solvent: ethyl acetate/hexane=1/4, 1/2, 1/1, 2/1) to obtain 0.7 g of the title compound as a colorless solid (49%).